From a dataset of the Open Reaction Database (ORD), a public repository of structured organic reaction records. describe an organic reaction: reactants, conditions, products, and yield Starting materials: C(=O)(OCC)CC=1OC(=NN1)S (2-carbethoxymethyl-1,3,4-oxadiazole-5-thiol), [OH-].[Na+] (sodium hydroxide). Solvent: O (water), C(C)O (ethanol). Yields the product C(=O)(O)CC=1OC(=NN1)S (2-carboxymethyl-1,3,4-oxadiazole-5-thiol). As a reaction SMILES: [C:1]([CH2:6][C:7]1[O:8][C:9]([SH:12])=[N:10][N:11]=1)([O:3]CC)=[O:2].[OH-].[Na+]>O.C(O)C>[C:1]([CH2:6][C:7]1[O:8][C:9]([SH:12])=[N:10][N:11]=1)([OH:3])=[O:2] |f:1.2|. Procedure details: A solution of 3.15 g (0.017 mol) of 2-carbethoxymethyl-1,3,4-oxadiazole-5-thiol in 25 ml of water and 25 ml of ethanol was stirred for 5 hours while maintaining the pH at 10-11 by addition of 10% aqueous sodium hydroxide solution. The mixture was neutralized to pH 7.0 then evaporated to dryness. The residue was dissolved in 15 ml of water, 50 ml of ethyl acetate was added and the solution was acidified to pH 1.5 with 3N hydrochloric acid. The layers were separated and the aqueous phase was extra... Reactants: C([O-])([O-])=O.[K+].[K+] (potassium carbonate), BrC1=CN(C2=CC(=CC=C12)N)S(=O)(=O)C1=CC=CC=C1 (3-bromo-1-(phenylsulfonyl)-1H-indol-6-amine), [N+](=O)([O-])C1=CC=C(C=C1)B(O)O ((4-nitrophenyl)boronic acid). Reagents/catalysts: C1(=CC=CC=C1)P(C1=CC=CC=C1)C1=CC=CC=C1.C1(=CC=CC=C1)P(C1=CC=CC=C1)C1=CC=CC=C1.C1(=CC=CC=C1)P(C1=CC=CC=C1)C1=CC=CC=C1.C1(=CC=CC=C1)P(C1=CC=CC=C1)C1=CC=CC=C1.[Pd] (palladium tetrakis(triphenylphosphine)). Solvent: O1CCCC1 (tetrahydrofuran), C([O-])(O)=O.[Na+] (sodium bicarbonate), C(C)(=O)OCC (ethyl acetate). Conditions: temperature 130 celsius. Product: [N+](=O)([O-])C1=CC=C(C=C1)C1=CN(C2=CC(=CC=C12)N)S(=O)(=O)C1=CC=CC=C1 (3-(4-nitrophenyl)-1-(phenylsulfonyl)-1H-indol-6-amine). Isolated yield 65.1%. As a reaction SMILES: C(=O)([O-])[O-].[K+].[K+].Br[C:8]1[C:16]2[C:11](=[CH:12][C:13]([NH2:17])=[CH:14][CH:15]=2)[N:10]([S:18]([C:21]2[CH:26]=[CH:25][CH:24]=[CH:23][CH:22]=2)(=[O:20])=[O:19])[CH:9]=1.[N+:27]([C:30]1[CH:35]=[CH:34][C:33](B(O)O)=[CH:32][CH:31]=1)([O-:29])=[O:28]>O1CCCC1.C(=O)(O)[O-].[Na+].C(OCC)(=O)C.C1(P(C2C=CC=CC=2)C2C=CC=CC=2)C=CC=CC=1.C1(P(C2C=CC=CC=2)C2C=CC=CC=2)C=CC=CC=1.C1(P(C2C=CC=CC=2)C2C=CC=CC=2)C=CC=CC=1.C1(P(C2C=CC=CC=2)C2C=CC=CC=2)C=CC=CC=1.[Pd]>[N+:27]([C:30]1[CH:35]=[CH:34][C:33]([C:8]2[C:16]3[C:11](=[CH:12][C:13]([NH2:17])=[CH:14][CH:15]=3)[N:10]([S:18]([C:21]3[CH:26]=[CH:25][CH:24]=[CH:23][CH:22]=3)(=[O:20])=[O:19])[CH:9]=2)=[CH:32][CH:31]=1)([O-:29])=[O:28] |f:0.1.2,6.7,9.10.11.12.13|. Procedure details: A 1.0 M aqueous potassium carbonate solution (9.96 mL, 9.96 mmol) was added to a mixture of 3-bromo-1-(phenylsulfonyl)-1H-indol-6-amine (1.00 g, 2.84 mmol), (4-nitrophenyl)boronic acid (1.19 g, 7.12 mmol) and palladium tetrakis(triphenylphosphine) (164 mg, 0.14 mmol) in tetrahydrofuran (13.7 mL). The biphasic mixture was heated in a microwave at 130° C. for 10 min and was then diluted with a saturated solution of sodium bicarbonate (10.0 mL) and ethyl acetate (10.0 mL). The organic layer was was... Starting materials: CC(C)(C)OC(=O)N1CC(COS(C)(=O)=O)C1, CCOC(C)=O, [K+], [K+], O=[N+]([O-])c1cc(O)cc(C(F)(F)F)c1, [Na+], O=C([O-])[O-], O=C([O-])O. Yields the product CC(C)(C)OC(=O)N1CC(COc2cc([N+](=O)[O-])cc(C(F)(F)F)c2)C1. RXN SMILES: [C:1](=[O:2])([O:3][C:4]([CH3:5])([CH3:6])[CH3:7])[N:8]1[CH2:9][CH:10]([CH2:12][O:13][S:14]([CH3:15])(=[O:16])=[O:17])[CH2:11]1.[CH3:43][CH2:44][O:45][C:46]([CH3:47])=[O:48].[K+:32].[K+:33].[N+:18](=[O:19])([O-:20])[c:21]1[cH:22][c:23]([OH:31])[cH:24][c:25]([C:27]([F:28])([F:29])[F:30])[cH:26]1.[Na+:42].[O-:34][C:35]([O-:36])=[O:37].[O-:38][C:39]([OH:40])=[O:41]>>[C:1](=[O:2])([O:3][C:4]([CH3:5])([CH3:6])[CH3:7])[N:8]1[CH2:9][CH:10]([CH2:12][O:13][c:23]2[cH:22][c:21]([N+:18](=[O:19])[O-:20])[cH:26][c:25]([C:27]([F:28])([F:29])[F:30])[cH:24]2)[CH2:11]1. Starting materials: C1CCOC1, O=C(Cl)c1ccc(F)cc1F, CC(N)(C#N)Cn1cc2c(Cl)cc(Cl)c(Cl)c2n1. Product: CC(C#N)(Cn1cc2c(Cl)cc(Cl)c(Cl)c2n1)NC(=O)c1ccc(F)cc1F. As a reaction SMILES: [CH2:30]1[O:31][CH2:32][CH2:33][CH2:34]1.[F:1][c:2]1[c:3]([C:4](=[O:5])[Cl:6])[cH:7][cH:8][c:9]([F:11])[cH:10]1.[NH2:12][C:13]([C:14]#[N:15])([CH2:16][n:17]1[n:18][c:19]2[c:20]([Cl:28])[c:21]([Cl:27])[cH:22][c:23]([Cl:26])[c:24]2[cH:25]1)[CH3:29]>>[F:1][c:2]1[c:3]([C:4](=[O:5])[NH:12][C:13]([C:14]#[N:15])([CH2:16][n:17]2[n:18][c:19]3[c:20]([Cl:28])[c:21]([Cl:27])[cH:22][c:23]([Cl:26])[c:24]3[cH:25]2)[CH3:29])[cH:7][cH:8][c:9]([F:11])[cH:10]1. The reactants are 2-isomer, C([O-])([O-])=O.[Cs+].[Cs+] (cesium carbonate), BrCCC(=O)OCC (ethyl 3-bromopropanoate), N1N=CC2=CC(=CC=C12)C#N (1H-indazole-5-carbonitrile). The solvent is CN(C=O)C (N,N-dimethylformamide), CCOC(=O)C (EtOAc). Run at temperature 80 celsius. Yields the product C(#N)C=1C=C2C=NN(C2=CC1)CCC(=O)OCC (Ethyl 3-(5-cyano-1H-indazol-1-yl)propanoate). RXN SMILES: [NH:1]1[C:9]2[C:4](=[CH:5][C:6]([C:10]#[N:11])=[CH:7][CH:8]=2)[CH:3]=[N:2]1.C(=O)([O-])[O-].[Cs+].[Cs+].Br[CH2:19][CH2:20][C:21]([O:23][CH2:24][CH3:25])=[O:22]>CN(C)C=O.CCOC(C)=O>[C:10]([C:6]1[CH:5]=[C:4]2[C:9](=[CH:8][CH:7]=1)[N:1]([CH2:19][CH2:20][C:21]([O:23][CH2:24][CH3:25])=[O:22])[N:2]=[CH:3]2)#[N:11] |f:1.2.3|. Procedure: 1H-indazole-5-carbonitrile (D1) (3.5 g, 24.45 mmol) was dissolved in N,N-dimethylformamide (60 ml). cesium carbonate (15.93 g, 48.9 mmol) and ethyl 3-bromopropanoate (4.68 ml, 36.7 mmol) were added. The mixture was heated at 80° C. for 4 hours. Diluted with EtOAc and washed with water (3×40 ml), dried over MgSO4 and evaporated. The mixture was purified by flash chromatography, eluting EtOAc/iso-Hexane 10-30% then 10-20% to give (3.682 g) for the first isomer (yellow oil) and (1.509 g) for the se... Starting materials: C1(CC1)CC1=CC=C(C=C1)B(O)O (4-(cyclopropylmethyl)benzeneboronic acid), ClC1=NC=CC=C1S(=O)(=O)N(C1=NC=C(N=C1OC)C)C(=O)OCC(C)C (2-chloro-N-isobutoxycarbonyl-N-(3-methoxy-5-methylpyrazin-2-yl)pyridine-3-sulphonamide), C([O-])([O-])=O.[Na+].[Na+] (sodium carbonate), C1(=CC=CC=C1)C (toluene). The solvent is O (water), C(C)O (ethanol). Reaction conditions: temperature 80 celsius. Yields the product C1(CC1)CC1=CC=C(C=C1)C1=NC=CC=C1S(=O)(=O)N(C1=NC=C(N=C1OC)C)C(=O)OCC(C)C (2-(4-cyclopropylmethylphenyl)-N-isobutoxycarbonyl-N-(3-methoxy-5-methylpyrazin-2-yl)pyridine-3-sulphonamide). Isolated yield 50.3%. Reaction SMILES: [CH:1]1([CH2:4][C:5]2[CH:10]=[CH:9][C:8](B(O)O)=[CH:7][CH:6]=2)[CH2:3][CH2:2]1.Cl[C:15]1[C:20]([S:21]([N:24]([C:34]([O:36][CH2:37][CH:38]([CH3:40])[CH3:39])=[O:35])[C:25]2[C:30]([O:31][CH3:32])=[N:29][C:28]([CH3:33])=[CH:27][N:26]=2)(=[O:23])=[O:22])=[CH:19][CH:18]=[CH:17][N:16]=1.C(=O)([O-])[O-].[Na+].[Na+].C1(C)C=CC=CC=1>O.C(O)C>[CH:1]1([CH2:4][C:5]2[CH:10]=[CH:9][C:8]([C:15]3[C:20]([S:21]([N:24]([C:34]([O:36][CH2:37][CH:38]([CH3:40])[CH3:39])=[O:35])[C:25]4[C:30]([O:31][CH3:32])=[N:29][C:28]([CH3:33])=[CH:27][N:26]=4)(=[O:22])=[O:23])=[CH:19][CH:18]=[CH:17][N:16]=3)=[CH:7][CH:6]=2)[CH2:3][CH2:2]1 |f:2.3.4|. Procedure details: 4-(cyclopropylmethyl)benzeneboronic acid (1.5 g), 2-chloro-N-isobutoxycarbonyl-N-(3-methoxy-5-methylpyrazin-2-yl)pyridine-3-sulphonamide (2.99 g) and sodium carbonate (912 mg) were added to a mixture of toluene (66 ml), ethanol (33 ml) and water (24 ml). The mixture was deoxygenated by alternatively bubbling argon through and evacuating (3 cycles) and tetrakis(triphenylphosphine) palladium(0) (347 mgs) was added. The reaction mixture was heated to 80° C. for 18 hours with efficient stirring and,... Reactants: O=C(NN1CCNC1=O)C1=CC(=O)C(C(=O)OCc2ccccc2)C=N1, Cc1ccccc1, CN(C)C=O. Yields the product O=C(NN1CCNC1=O)C1=CC(=O)C(C(=O)O)C=N1. RXN SMILES: [CH2:1]([c:2]1[cH:3][cH:4][cH:5][cH:6][cH:7]1)[O:8][C:9](=[O:10])[CH:11]1[CH:12]=[N:13][C:14]([C:18](=[O:19])[NH:20][N:21]2[C:22](=[O:26])[NH:23][CH2:24][CH2:25]2)=[CH:15][C:16]1=[O:17].[CH3:27][c:28]1[cH:29][cH:30][cH:31][cH:32][cH:33]1.[O:34]=[CH:35][N:36]([CH3:37])[CH3:38]>>[O:8]=[C:9]([OH:10])[CH:11]1[CH:12]=[N:13][C:14]([C:18](=[O:19])[NH:20][N:21]2[C:22](=[O:26])[NH:23][CH2:24][CH2:25]2)=[CH:15][C:16]1=[O:17].